From a dataset of the Open Reaction Database (ORD), a public repository of structured organic reaction records. describe an organic reaction: reactants, conditions, products, and yield Reactants: ClC1=CC=C(C=C1)SCCCCOC=1C=CC2=C(C(OC(N2)=O)(C)C)C1 (6-[4-(4-chlorophenylmercapto)-butoxy]-4,4-dimethyl-4H-3,1-benzoxazin-2-one), OO (hydrogen peroxide). The product is ClC1=CC=C(C=C1)S(=O)CCCCOC=1C=CC2=C(C(OC(N2)=O)(C)C)C1 (6-[4-(4-Chlorophenylsulfinyl)-butoxy]-4,4-dimethyl-4H-3,1-benzoxazin-2-one). Reaction SMILES: [Cl:1][C:2]1[CH:7]=[CH:6][C:5]([S:8][CH2:9][CH2:10][CH2:11][CH2:12][O:13][C:14]2[CH:15]=[CH:16][C:17]3[NH:22][C:21](=[O:23])[O:20][C:19]([CH3:25])([CH3:24])[C:18]=3[CH:26]=2)=[CH:4][CH:3]=1.[OH:27]O>>[Cl:1][C:2]1[CH:7]=[CH:6][C:5]([S:8]([CH2:9][CH2:10][CH2:11][CH2:12][O:13][C:14]2[CH:15]=[CH:16][C:17]3[NH:22][C:21](=[O:23])[O:20][C:19]([CH3:24])([CH3:25])[C:18]=3[CH:26]=2)=[O:27])=[CH:4][CH:3]=1. Procedure: Prepared analogously to Example 2 from 6-[4-(4-chlorophenylmercapto)-butoxy]-4,4-dimethyl-4H-3,1-benzoxazin-2-one and hydrogen peroxide. Reactants: C1(=C(C=CC=C1)C(CC(C(=O)OCC)C)N)C1=CC=CC=C1 (ethyl 4-([1,1′-biphenyl]-2-yl)-4-amino-2-methylbutanoate), C1(=CC(=CC=C1)C=O)C1=CC=CC=C1 ([1,1′-biphenyl]-3-carbaldehyde). Product: C1(=C(C=CC=C1)C1CC(C(N1CC=1C=C(C=CC1)C1=CC=CC=C1)=O)C)C1=CC=CC=C1 (5-([1,1′-biphenyl]-2-yl)-1-([1,1′-biphenyl]-3-ylmethyl)-3-methylpyrrolidin-2-one). RXN SMILES: [C:1]1([C:17]2[CH:22]=[CH:21][CH:20]=[CH:19][CH:18]=2)[CH:6]=[CH:5][CH:4]=[CH:3][C:2]=1[CH:7]([NH2:16])[CH2:8][CH:9]([CH3:15])[C:10](OCC)=[O:11].[C:23]1([C:31]2[CH:36]=[CH:35][CH:34]=[CH:33][CH:32]=2)[CH:28]=[CH:27][CH:26]=[C:25]([CH:29]=O)[CH:24]=1>>[C:1]1([C:17]2[CH:22]=[CH:21][CH:20]=[CH:19][CH:18]=2)[CH:6]=[CH:5][CH:4]=[CH:3][C:2]=1[CH:7]1[N:16]([CH2:29][C:25]2[CH:24]=[C:23]([C:31]3[CH:36]=[CH:35][CH:34]=[CH:33][CH:32]=3)[CH:28]=[CH:27][CH:26]=2)[C:10](=[O:11])[CH:9]([CH3:15])[CH2:8]1. Reported procedure: Prepared according to the described general procedure 2 (GP2) by reaction of ethyl 4-([1,1′-biphenyl]-2-yl)-4-amino-2-methylbutanoate with commercially available [1,1′-biphenyl]-3-carbaldehyde. Subsequent purification by preparative HPLC afforded the target compound. LC-MS (conditions A): tR=1.05 min.; [M+H]+: 417.80 g/mol. Reactants: ClC1=NC=C(C(=C1)N)I (2-chloro-4-amino-5-iodopyridine), C(C)OC(=O)C=1C(=NC(=NC1)SC)NCCC (2-(methylthio)-4-(propylamino)pyrimidine-5-carboxylic acid ethyl ester), C(C)(=O)OCC (ethyl acetate), O (water). Reagents/catalysts: CN(C1=CC=NC=C1)C (4-dimethylaminopyridine). Run in C(=O)(OC(C)(C)C)OC(=O)OC(C)(C)C (di-tert-butyl dicarbonate), C(C)N(CC)CC (triethylamine), O1CCCC1 (tetrahydrofuran). Reaction conditions: time 20 minute. Product: ClC1=NC=C(C(=C1)NC(OC(C)(C)C)=O)I (tert-butyl (2-chloro-5-iodopyridin-4-yl)carbamate). As a reaction SMILES: [Cl:1][C:2]1[CH:7]=[C:6]([NH2:8])[C:5]([I:9])=[CH:4][N:3]=1.C(O[C:13]([C:15]1[C:16](NCCC)=NC(SC)=N[CH:20]=1)=O)C.[C:27](OCC)(=[O:29])C.[OH2:33]>CN(C)C1C=CN=CC=1.O1CCCC1.C(N(CC)CC)C.C(OC(OC(C)(C)C)=O)(OC(C)(C)C)=O>[Cl:1][C:2]1[CH:7]=[C:6]([NH:8][C:27](=[O:29])[O:33][C:15]([CH3:16])([CH3:20])[CH3:13])[C:5]([I:9])=[CH:4][N:3]=1. Procedure: To a solution of 2-chloro-4-amino-5-iodopyridine (252 mg) synthesized according to the method described in EP2108641 A1 and 4-dimethylaminopyridine (241 mg) in tetrahydrofuran (5 mL), triethylamine (208 μL) and di-tert-butyl dicarbonate (273 μL) were added at room temperature, and the mixture was stirred at the same temperature for 1 hour and 20 minutes, and then stirred for 2 hours under reflux by heating. The reaction mixture was cooled to room temperature, and then ethyl acetate and water wer...